Dataset: the Open Reaction Database (ORD), a public repository of structured organic reaction records. Task: describe an organic reaction: reactants, conditions, products, and yield Starting materials: NCC(O)C=1C=CC(=C(C1)NS(=O)(=O)C)O (N-[5-(2-Amino-1-hydroxy-ethyl)-2-hydroxy-phenyl]-methanesulfonamid), COC=1C=C(C=CC1OC)NS(=O)(=O)C1=CC=C(C=C1)N1CCC(CC1)=O (N-(3,4-dimethoxy-phenyl)-4-(4-oxo-piperidin-1-yl)-benzenesulfonamide). Yields the product COC=1C=C(C=CC1OC)NS(=O)(=O)C1=CC=C(C=C1)N1CCC(CC1)NCC(C1=CC(=C(C=C1)O)NS(=O)(=O)C)O (N-(3,4-Dimethoxy-phenyl)-4-{4-[2-hydroxy-2-(4-hydroxy-3-methanesulfonylamino-phenyl)-ethylamino]-piperidin-1-yl}-benzenesulfonamide). RXN SMILES: [NH2:1][CH2:2][CH:3]([C:5]1[CH:6]=[CH:7][C:8]([OH:16])=[C:9]([NH:11][S:12]([CH3:15])(=[O:14])=[O:13])[CH:10]=1)[OH:4].[CH3:17][O:18][C:19]1[CH:20]=[C:21]([NH:27][S:28]([C:31]2[CH:36]=[CH:35][C:34]([N:37]3[CH2:42][CH2:41][C:40](=O)[CH2:39][CH2:38]3)=[CH:33][CH:32]=2)(=[O:30])=[O:29])[CH:22]=[CH:23][C:24]=1[O:25][CH3:26]>>[CH3:17][O:18][C:19]1[CH:20]=[C:21]([NH:27][S:28]([C:31]2[CH:36]=[CH:35][C:34]([N:37]3[CH2:42][CH2:41][CH:40]([NH:1][CH2:2][CH:3]([OH:4])[C:5]4[CH:6]=[CH:7][C:8]([OH:16])=[C:9]([NH:11][S:12]([CH3:15])(=[O:14])=[O:13])[CH:10]=4)[CH2:39][CH2:38]3)=[CH:33][CH:32]=2)(=[O:30])=[O:29])[CH:22]=[CH:23][C:24]=1[O:25][CH3:26]. Procedure: The title compound was prepared from N-[5-(2-Amino-1-hydroxy-ethyl)-2-hydroxy-phenyl]-methanesulfonamid, and Reference Example 73, N-(3,4-dimethoxy-phenyl)-4-(4-oxo-piperidin-1-yl)-benzenesulfonamide, according to the procedure of Example 1 as a yellow solid; mp 205-218° C.; 1H NMR (300 MHz, DMSO-d6) δ 1.15-1.30 (m, 2H), 1.70-1.90 (m, 2H), 2.50-3.00 (m, 5H), 2.89 (s, 3H), 3.62 (s, 3H), 3.65 (s, 3H), 3.65-3.85 (m 2H), 4.40-4.50 (m, 1H), 6.50-7.10 (m, 8H), 7.45 (d, 2H), 9.11 (s, 1H); MS (ES) m/z: ... The reactants are O (water), ClCC1=CC=CC(=N1)C=1N=C(SC1)N=C(N)N (4-(6-chloromethylpyridin-2-yl)-2-(diaminomethyleneamino)thiazole), SC=1NC2=C(N1)C=CC=C2 (2-mercaptobenzimidazole), C([O-])([O-])=O.[K+].[K+] (potassium carbonate). Run in CN(C=O)C (N,N-dimethylformamide). Conditions: time 15 hour. The product is N1=C(NC2=C1C=CC=C2)SCC2=CC=CC(=N2)C=2N=C(SC2)N=C(N)N (4-[6-(benzimidazol-2-yl)thiomethylpyridin-2-yl]-2-(diaminomethyleneamino)thiazole). The yield is 77.8%. Reaction SMILES: Cl[CH2:2][C:3]1[N:8]=[C:7]([C:9]2[N:10]=[C:11]([N:14]=[C:15]([NH2:17])[NH2:16])[S:12][CH:13]=2)[CH:6]=[CH:5][CH:4]=1.[SH:18][C:19]1[NH:20][C:21]2[CH:27]=[CH:26][CH:25]=[CH:24][C:22]=2[N:23]=1.C(=O)([O-])[O-].[K+].[K+].O>CN(C)C=O>[N:20]1[C:21]2[CH:27]=[CH:26][CH:25]=[CH:24][C:22]=2[NH:23][C:19]=1[S:18][CH2:2][C:3]1[N:8]=[C:7]([C:9]2[N:10]=[C:11]([N:14]=[C:15]([NH2:17])[NH2:16])[S:12][CH:13]=2)[CH:6]=[CH:5][CH:4]=1 |f:2.3.4|. Procedure: A mixture of 4-(6-chloromethylpyridin-2-yl)-2-(diaminomethyleneamino)thiazole (1.1 g), 2-mercaptobenzimidazole (0.74 g) and potassium carbonate (0.68 g) in N,N-dimethylformamide (20 ml) was stirred for 15 hours at ambient temperature. The reaction mixture was added water and extracted with ethyl acetate. The extract layer was washed with brine, dried over magnesium sulfate and evaporated to give 4-[6-(benzimidazol-2-yl)thiomethylpyridin-2-yl]-2-(diaminomethyleneamino)thiazole (1.22 g). Starting materials: CC1=C2C=NNC2=CC(=C1)[N+](=O)[O-] (4-methyl-6-nitro-1H-indazole), IC (iodomethane). Product: CN1N=CC2=C(C=C(C=C12)N)C (1,4-dimethyl-1H-indazol-6-amine), CN1N=C2C=C(C=C(C2=C1)C)N (2,4-dimethyl-2H-indazol-6-amine). As a reaction SMILES: [CH3:1][C:2]1[CH:10]=[C:9]([N+:11]([O-])=O)[CH:8]=[C:7]2[C:3]=1[CH:4]=[N:5][NH:6]2.I[CH3:15]>>[CH3:15][N:6]1[C:7]2[C:3](=[C:2]([CH3:1])[CH:10]=[C:9]([NH2:11])[CH:8]=2)[CH:4]=[N:5]1.[CH3:15][N:5]1[CH:4]=[C:3]2[C:7]([CH:8]=[C:9]([NH2:11])[CH:10]=[C:2]2[CH3:1])=[N:6]1. Procedure details: In accordance with Example 24 (Steps 1 and 2), 4-methyl-6-nitro-1H-indazole was used instead of 6-nitro-1H-indazole, and iodomethane was used instead of sodium chlorodifluoroacetate to obtain 1,4-dimethyl-1H-indazol-6-amine and 2,4-dimethyl-2H-indazol-6-amine. Starting materials: C(C1=CC=CC=C1)=O (Benzaldehyde), C(C)N1C(=NC2=C1C(=C(C(=C2)C(F)(F)F)Cl)N)C (1-ethyl-2-methyl-5-trifluoromethyl-6-chloro-7-aminobenzimidazole), C1(=CC=CC=C1)S(=O)(=O)O (benzenesulfonic acid). Run in C=1(C(=CC=CC1)C)C (xylene). Yields the product C(C1=CC=CC=C1)=NC1=C(C(=CC2=C1N(C(=N2)C)CC)C(F)(F)F)Cl (7-benzylidenamino-1-ethyl-2-methyl-5-trifluoromethyl-6-chlorobenzimidazole). The yield is 94.0%. Reaction SMILES: [CH:1](=O)[C:2]1[CH:7]=[CH:6][CH:5]=[CH:4][CH:3]=1.[CH2:9]([N:11]1[C:15]2[C:16]([NH2:25])=[C:17]([Cl:24])[C:18]([C:20]([F:23])([F:22])[F:21])=[CH:19][C:14]=2[N:13]=[C:12]1[CH3:26])[CH3:10].C1(S(O)(=O)=O)C=CC=CC=1>C1(C)C(C)=CC=CC=1>[CH:1](=[N:25][C:16]1[C:15]2[N:11]([CH2:9][CH3:10])[C:12]([CH3:26])=[N:13][C:14]=2[CH:19]=[C:18]([C:20]([F:22])([F:23])[F:21])[C:17]=1[Cl:24])[C:2]1[CH:7]=[CH:6][CH:5]=[CH:4][CH:3]=1. Procedure: Benzaldehyde (0.78 g.; 7.35 mmole) was reacted with 1-ethyl-2-methyl-5-trifluoromethyl-6-chloro-7-aminobenzimidazole (1.0 g.; 3.66 mmole) in the presence of 7 ml. of xylene and a few crystals of benzenesulfonic acid. The mixture was refluxed for 1 hour, removing water from the reaction mixture. Upon cooling to room temperature, the product crystallized out of solution to give 1.24 g. (94% yield). After recrystallization from benzene, the product melts at 183°-185.5° C. Reactants: N([C@H](CC1=CN(C2=CC=CC=C12)C)C(=O)O)C(=O)OC(C)(C)C (Boc-D-Trp(CH3)-OH), HCl·H-D-Phe-OCH3, C=1C=CC2=C(C1)N=NN2O (HOBT), CN(C)C=O (DMF). Conditions: time 2 hour. Product: N([C@H](CC1=CN(C2=CC=CC=C12)C)C(=O)N[C@H](CC1=CC=CC=C1)C(=O)OC)C(=O)OC(C)(C)C (Boc-D-Trp(CH3)-D-Phe-OCH3). Reaction SMILES: [NH:1]([C:17]([O:19][C:20]([CH3:23])([CH3:22])[CH3:21])=[O:18])[C@@H:2]([C:14](O)=[O:15])[CH2:3][C:4]1[C:12]2[C:7](=[CH:8][CH:9]=[CH:10][CH:11]=2)[N:6]([CH3:13])[CH:5]=1.[CH:24]1[CH:25]=[CH:26][C:27]2N(O)N=N[C:28]=2[CH:29]=1.CN([CH:37]=[O:38])C>>[NH:1]([C:17]([O:19][C:20]([CH3:22])([CH3:23])[CH3:21])=[O:18])[C@@H:2]([C:14]([NH:1][C@@H:2]([C:14]([O:38][CH3:37])=[O:15])[CH2:3][C:28]1[CH:27]=[CH:26][CH:25]=[CH:24][CH:29]=1)=[O:15])[CH2:3][C:4]1[C:12]2[C:7](=[CH:8][CH:9]=[CH:10][CH:11]=2)[N:6]([CH3:13])[CH:5]=1. Procedure details: To a mixture of Boc-D-Trp(CH3)-OH (1.59 g), HCl·H-D-Phe-OCH3 (1.08 g) and HOBT (0.81 g) in DMF (20 ml) was added WSCD (0.93 g) under ice-bath cooling. After being stirred for 2 hours at room temperature, the mixture was concentrated in vacuo and the residue was dissolved in ethyl acetate (50 ml). The solution was washed with 0.5N hydrochloric acid (20 ml), water (20 ml), saturated sodium bicarbonate (20 ml) and water (20 ml×2) successively, dried over magnesium sulfate and evaporated in vacuo. T... The reactants are COc1ccccc1Br, CCOC(=O)C(=O)OCC, [Li]CCCC, CCCCC, [Cl-], [NH4+]. Yields the product CCOC(=O)C(=O)c1ccccc1OC. RXN SMILES: [Br:1][c:2]1[c:3]([O:8][CH3:9])[cH:4][cH:5][cH:6][cH:7]1.[C:15]([C:16](=[O:17])[O:18][CH2:19][CH3:20])(=[O:21])[O:22][CH2:23][CH3:24].[CH2:10]([Li:11])[CH2:12][CH2:13][CH3:14].[CH3:27][CH2:28][CH2:29][CH2:30][CH3:31].[Cl-:25].[NH4+:26]>>[c:2]1([C:15]([C:16](=[O:17])[O:18][CH2:19][CH3:20])=[O:21])[c:3]([O:8][CH3:9])[cH:4][cH:5][cH:6][cH:7]1. Starting materials: ClC=1C(=C(C=CC1)NC1=NC=NC2=CC(=C(C=C12)CNC(C)C)OC)F (N-(3-Chloro-2-fluorophenyl)-6-[(isopropylamino)methyl]-7-methoxyquinazolin-4-amine), CCOC(=O)[C@H](C)OS(=O)(=O)C(F)(F)F (ethyl O-trifluoromethanesulfonyl-L-lactate). The product is ClC=1C(=C(C=CC1)NC1=NC=NC2=CC(=C(C=C12)CN([C@H](C)C(=O)O)C(C)C)OC)F (N-({4-[(3-chloro-2-fluorophenyl)amino]-7-methoxyquinazolin-6-yl}methyl)-N-isopropyl-D-alanine). RXN SMILES: [Cl:1][C:2]1[C:3]([F:26])=[C:4]([NH:8][C:9]2[C:18]3[C:13](=[CH:14][C:15]([O:24][CH3:25])=[C:16]([CH2:19][NH:20][CH:21]([CH3:23])[CH3:22])[CH:17]=3)[N:12]=[CH:11][N:10]=2)[CH:5]=[CH:6][CH:7]=1.CC[O:29][C:30]([C@@H:32](OS(C(F)(F)F)(=O)=O)[CH3:33])=[O:31]>>[Cl:1][C:2]1[C:3]([F:26])=[C:4]([NH:8][C:9]2[C:18]3[C:13](=[CH:14][C:15]([O:24][CH3:25])=[C:16]([CH2:19][N:20]([CH:21]([CH3:23])[CH3:22])[C@@H:32]([C:30]([OH:29])=[O:31])[CH3:33])[CH:17]=3)[N:12]=[CH:11][N:10]=2)[CH:5]=[CH:6][CH:7]=1. Reported procedure: N-(3-Chloro-2-fluorophenyl)-6-[(isopropylamino)methyl]-7-methoxyquinazolin-4-amine (prepared as described in Example 56) was coupled with ethyl O-trifluoromethanesulfonyl-L-lactate and hydrolysed using analogous methods to those described for the equivalent steps in Example 46 to give N-({4-[(3-chloro-2-fluorophenyl)amino]-7-methoxyquinazolin-6-yl}methyl)-N-isopropyl-D-alanine; 1H NMR Spectrum: (DMSO-d6) 1.08 (d, 6H); 1.31 (d, 3H); 3.10 (m, 1H); 3.63 (q, 1H); 3.98 (s, 3H); 4.02 (s, 2H); 7.20 (s,... Run in C1(=CC=CC=C1)C (toluene). The reactants are NC=1C=NC=CC1NC(=O)C=1C=CC(=C2C1C=C(O2)C(C)C)OC(F)F (N-(3-aminopyrid-4-yl)-7-difluoromethoxy-2-(1-methylethyl)benzofuran-4carboxamide), C1(=CC=C(C=C1)S(=O)(=O)O)C (p-toluenesulfonic acid), O (water). As a reaction SMILES: [NH2:1][C:2]1[CH:3]=[N:4][CH:5]=[CH:6][C:7]=1[NH:8][C:9]([C:11]1[CH:12]=[CH:13][C:14]([O:23][CH:24]([F:26])[F:25])=[C:15]2[O:19][C:18]([CH:20]([CH3:22])[CH3:21])=[CH:17][C:16]=12)=O.C1(C)C=CC(S(O)(=O)=O)=CC=1.O>C1(C)C=CC=CC=1>[F:25][CH:24]([F:26])[O:23][C:14]1[C:15]2[O:19][C:18]([CH:20]([CH3:22])[CH3:21])=[CH:17][C:16]=2[C:11]([C:9]2[NH:8][C:7]3[CH:6]=[CH:5][N:4]=[CH:3][C:2]=3[N:1]=2)=[CH:12][CH:13]=1. Reported procedure: 1.8 g of N-(3-aminopyrid-4-yl)-7-difluoromethoxy-2-(1-methylethyl)benzofuran-4carboxamide are boiled with 4.0 g of p-toluenesulfonic acid in 50 ml of toluene for 3 h in a water separator. The cooled solution is extracted by shaking with 50 ml of 2 N sodium hydroxide solution, the separated aqueous phase is extracted a further two times with 50 ml of ethyl acetate each time, and the organic phases are combined, dried over ignited potassium carbonate and concentrated in vacuo. The residue is cryst... Yields the product FC(OC1=CC=C(C=2C=C(OC21)C(C)C)C=2NC1=C(C=NC=C1)N2)F (2-[7-Difluoromethoxy-2-(1-methylethyl)benzofuran-4-yl]imidazo[4,5-c]pyridine). Reactants: [Br-], CC[Mg+], CCOCC, COC(=O)c1ccc(C(F)(F)F)c2[nH]c(=O)n(C)c12, CO, Cl, C1CCOC1, O. Product: CC=C(CC)c1ccc(C(F)(F)F)c2[nH]c(=O)n(C)c12. Reaction SMILES: [Br-:20].[CH2:21]([CH3:22])[Mg+:23].[CH2:24]([CH3:25])[O:26][CH2:27][CH3:28].[CH3:1][n:2]1[c:3](=[O:19])[nH:4][c:5]2[c:6]1[c:7]([C:15]([O:16][CH3:17])=[O:18])[cH:8][cH:9][c:10]2[C:11]([F:12])([F:13])[F:14].[CH3:36][OH:37].[ClH:29].[O:30]1[CH2:31][CH2:32][CH2:33][CH2:34]1.[OH2:35]>>[CH3:1][n:2]1[c:3](=[O:19])[nH:4][c:5]2[c:6]1[c:7]([C:15](=[CH:21][CH3:22])[CH2:24][CH3:25])[cH:8][cH:9][c:10]2[C:11]([F:12])([F:13])[F:14]. Reactants: amides, CC1=NC2=CC=CC(=C2C=C1)N1CCN(CC1)CCC=1C=C(N)C=CC1 (3-{2-[4-(2-Methyl-5-quinolinyl)-1-piperazinyl]ethyl}aniline), C1(=CC=CC=C1)CC(=O)Cl (phenylacetyl chloride). The product is CC1=NC2=CC=CC(=C2C=C1)N1CCN(CC1)CCC=1C=C(C=CC1)NC(CC1=CC=CC=C1)=O (N-(3-{2-[4-(2-Methyl-5-quinolinyl)-1-piperazinyl]ethyl}phenyl)-2-phenyl acetamide). Yield: 64.0%. RXN SMILES: [CH3:1][C:2]1[CH:11]=[CH:10][C:9]2[C:4](=[CH:5][CH:6]=[CH:7][C:8]=2[N:12]2[CH2:17][CH2:16][N:15]([CH2:18][CH2:19][C:20]3[CH:21]=[C:22]([CH:24]=[CH:25][CH:26]=3)[NH2:23])[CH2:14][CH2:13]2)[N:3]=1.[C:27]1([CH2:33][C:34](Cl)=[O:35])[CH:32]=[CH:31][CH:30]=[CH:29][CH:28]=1>>[CH3:1][C:2]1[CH:11]=[CH:10][C:9]2[C:4](=[CH:5][CH:6]=[CH:7][C:8]=2[N:12]2[CH2:13][CH2:14][N:15]([CH2:18][CH2:19][C:20]3[CH:21]=[C:22]([NH:23][C:34](=[O:35])[CH2:33][C:27]4[CH:32]=[CH:31][CH:30]=[CH:29][CH:28]=4)[CH:24]=[CH:25][CH:26]=3)[CH2:16][CH2:17]2)[N:3]=1. Reported procedure: The title compound was prepared in 64% yield according to the general procedure for the preparation of the amides (Method B) starting from 3-{2-[4-(2-methyl-5-quinolinyl)-1-piperazinyl]ethyl}aniline (D6) and phenylacetyl chloride.